This data is from the Open Reaction Database (ORD), a public repository of structured organic reaction records. The task is: describe an organic reaction: reactants, conditions, products, and yield Product: C(C)OC1=C(C(=O)O)C=CC(=C1)CC(=O)NC(C1=C(C=CC=C1)N1CCCCC1)C(=O)OC(C)C (2-Ethoxy-4-[N-(α-isopropoxycarbonyl-2-piperidinobenzyl)-aminocarbonylmethyl]-benzoic acid). The reactants are C(C)OC1=C(C(=O)OCC2=CC=CC=C2)C=CC(=C1)CC(=O)NC(C1=C(C=CC=C1)N1CCCCC1)C(=O)OC(C)C (benzyl 2-ethoxy-4-[N-(α-isopropoxycarbonyl-2-piperidino-benzyl)-aminocarbonylmethyl]-benzoate). The solvent is C(C)(C)O (isopropanol). Procedure: Prepared analogously to Example 68 by catalytic hydrogenation of benzyl 2-ethoxy-4-[N-(α-isopropoxycarbonyl-2-piperidino-benzyl)-aminocarbonylmethyl]-benzoate in isopropanol. RXN SMILES: [CH2:1]([O:3][C:4]1[CH:19]=[C:18]([CH2:20][C:21]([NH:23][CH:24]([C:37]([O:39][CH:40]([CH3:42])[CH3:41])=[O:38])[C:25]2[CH:30]=[CH:29][CH:28]=[CH:27][C:26]=2[N:31]2[CH2:36][CH2:35][CH2:34][CH2:33][CH2:32]2)=[O:22])[CH:17]=[CH:16][C:5]=1[C:6]([O:8]CC1C=CC=CC=1)=[O:7])[CH3:2]>C(O)(C)C>[CH2:1]([O:3][C:4]1[CH:19]=[C:18]([CH2:20][C:21]([NH:23][CH:24]([C:37]([O:39][CH:40]([CH3:41])[CH3:42])=[O:38])[C:25]2[CH:30]=[CH:29][CH:28]=[CH:27][C:26]=2[N:31]2[CH2:36][CH2:35][CH2:34][CH2:33][CH2:32]2)=[O:22])[CH:17]=[CH:16][C:5]=1[C:6]([OH:8])=[O:7])[CH3:2]. The reactants are C(=O)[C@H]1[C@@H](C(N1C(C)=O)=O)CCCNC(=NC(=O)OCC1=CC=CC=C1)NC(=O)OCC1=CC=CC=C1 (trans-4-Formyl-3-[3-[N',N"-di(Cbz)guanidino]propyl]-1-acetyl-2-azetidinone), CC(=O)C.OS(=O)(=O)O.O=[Cr](=O)=O (Jones reagent). Solvent: CC(=O)C (acetone). Yields the product C(=O)(O)[C@H]1[C@@H](C(N1C(C)=O)=O)CCCNC(=NC(=O)OCC1=CC=CC=C1)NC(=O)OCC1=CC=CC=C1 (trans-4-Carboxy-3-[3-[N',N"-di(Cbz)guanidino]propyl]-1-acetyl-2-azetidinone). The yield is 66.0%. Reaction SMILES: [CH:1]([C@@H:3]1[N:6]([C:7](=[O:9])[CH3:8])[C:5](=[O:10])[C@H:4]1[CH2:11][CH2:12][CH2:13][NH:14][C:15]([NH:27][C:28]([O:30][CH2:31][C:32]1[CH:37]=[CH:36][CH:35]=[CH:34][CH:33]=1)=[O:29])=[N:16][C:17]([O:19][CH2:20][C:21]1[CH:26]=[CH:25][CH:24]=[CH:23][CH:22]=1)=[O:18])=[O:2].CC(C)=[O:40].OS(O)(=O)=O.O=[Cr](=O)=O>CC(C)=O>[C:1]([C@@H:3]1[N:6]([C:7](=[O:9])[CH3:8])[C:5](=[O:10])[C@H:4]1[CH2:11][CH2:12][CH2:13][NH:14][C:15]([NH:27][C:28]([O:30][CH2:31][C:32]1[CH:33]=[CH:34][CH:35]=[CH:36][CH:37]=1)=[O:29])=[N:16][C:17]([O:19][CH2:20][C:21]1[CH:22]=[CH:23][CH:24]=[CH:25][CH:26]=1)=[O:18])([OH:40])=[O:2] |f:1.2.3|. Reported procedure: To an acetone solution of compound 28 (3.5 g, 6.8 mmol) was added freshly prepared Jones reagent dropwise until TLC indicated the disappearance of the starting material. The acetone layer was separated, and the residue was washed with a fresh portion of acetone. Two acetone portions were combined and concentrated. The residue was purified by silica gel chromatography (EtOAc:MeOH/99:1) to afford 2.4 g (66%) of the title product. Reactants: [Li]CCCC (BuLi), 2, C1(=CC=CC=C1)C1SCCCS1 (phenyl-1,3-dithian), C(C)[Ge](Cl)(Cl)CC (diethyldichlorogermanium). The solvent is CCCCCC (hexane), C1CCOC1 (THF), C1CCOC1 (THF). Run at temperature 0 celsius, time 2 hour. Product: C(C)[Ge](C1(SCCCS1)C1=CC=CC=C1)(C1(SCCCS1)C1=CC=CC=C1)CC (diethylbis(2-phenyl-1,3-dithian-2-yl)germanium). RXN SMILES: [C:1]1([CH:7]2[S:12][CH2:11][CH2:10][CH2:9][S:8]2)[CH:6]=[CH:5][CH:4]=[CH:3][CH:2]=1.[Li][CH2:14][CH2:15][CH2:16][CH3:17].[CH2:18]([Ge:20]([CH2:23][CH3:24])(Cl)Cl)[CH3:19]>C1COCC1.CCCCCC>[CH2:18]([Ge:20]([CH2:23][CH3:24])([C:17]1([C:16]2[CH:6]=[CH:1][CH:2]=[CH:14][CH:15]=2)[S:12][CH2:11][CH2:10][CH2:9][S:8]1)[C:7]1([C:1]2[CH:2]=[CH:3][CH:4]=[CH:5][CH:6]=2)[S:8][CH2:9][CH2:10][CH2:11][S:12]1)[CH3:19]. Procedure: 1.85 g (9.42 mmol) 2 phenyl-1,3-dithian was placed in a dry 50-ml three-necked flask under argon and dissolved in 28 ml anhydrous THF. 3.99 ml 2.36 M BuLi solution in hexane was added dropwise at 0° C. and the reaction solution stirred for 2 h at 0° C. 0.83 mg (3.93 mmol) diethyldichlorogermanium dissolved in 8 ml anhydrous THF was added slowly dropwise at 0° C. to the reaction mixture and then stirred for an additional 2 h at 0° C. To complete the reaction a further solution of 2-phenyl-2-lithi... Reactants: [BH3-]C#N, CCOC1(O[Si](C)(C)C)CC1, C1CCOC1, CC(=O)O, CO, CC(C)(C)OC(=O)N1CCNCC1, [Na+], [Na+], [OH-], O. Product: CC(C)(C)OC(=O)N1CCN(C2CC2)CC1. RXN SMILES: [C:25]([BH3-:26])#[N:27].[CH2:14]([O:15][C:17]1([O:16][Si:20]([CH3:21])([CH3:22])[CH3:23])[CH2:18][CH2:19]1)[CH3:24].[CH2:38]1[O:39][CH2:40][CH2:41][CH2:42]1.[CH3:32][C:33](=[O:34])[OH:35].[CH3:36][OH:37].[N:1]1([C:7](=[O:8])[O:9][C:10]([CH3:11])([CH3:12])[CH3:13])[CH2:2][CH2:3][NH:4][CH2:5][CH2:6]1.[Na+:28].[Na+:30].[OH-:29].[OH2:31]>>[N:1]1([C:7](=[O:8])[O:9][C:10]([CH3:11])([CH3:12])[CH3:13])[CH2:2][CH2:3][N:4]([CH:17]2[CH2:18][CH2:19]2)[CH2:5][CH2:6]1.